This data is from the Open Reaction Database (ORD), a public repository of structured organic reaction records. The task is: describe an organic reaction: reactants, conditions, products, and yield Starting materials: Cn1c(Cl)ncc(Br)c1=O, CCCCO, CCOC(C)=O, Nc1ccc(F)cc1, [Na+], O=C([O-])O. The product is Cn1c(Nc2ccc(F)cc2)ncc(Br)c1=O. As a reaction SMILES: [Br:1][c:2]1[c:3](=[O:10])[n:4]([CH3:9])[c:5]([Cl:8])[n:6][cH:7]1.[CH2:24]([OH:25])[CH2:26][CH2:27][CH3:28].[CH3:29][CH2:30][O:31][C:32]([CH3:33])=[O:34].[F:11][c:12]1[cH:13][cH:14][c:15]([NH2:18])[cH:16][cH:17]1.[Na+:23].[O-:19][C:20]([OH:21])=[O:22]>>[Br:1][c:2]1[c:3](=[O:10])[n:4]([CH3:9])[c:5]([NH:18][c:15]2[cH:14][cH:13][c:12]([F:11])[cH:17][cH:16]2)[n:6][cH:7]1. As a reaction SMILES: [CH2:1]([C:3]1[CH:8]=[CH:7][C:6]([C:9]2[C:17]3[C:16](=O)[NH:15][CH:14]=[N:13][C:12]=3[O:11][C:10]=2[C:19]2[CH:24]=[CH:23][CH:22]=[CH:21][CH:20]=2)=[CH:5][CH:4]=1)[CH3:2].P(Cl)(Cl)([Cl:27])=O.N>O>[Cl:27][C:16]1[C:17]2[C:9]([C:6]3[CH:5]=[CH:4][C:3]([CH2:1][CH3:2])=[CH:8][CH:7]=3)=[C:10]([C:19]3[CH:24]=[CH:23][CH:22]=[CH:21][CH:20]=3)[O:11][C:12]=2[N:13]=[CH:14][N:15]=1. Procedure details: Put 72 g (227.6 mmol) 5-(4-ethylphenyl)-6-phenylfuro[2,3-d]pyrimidin-4(3H)-one in 360 ml (4.6 mol) phosphoryl chloride and heat to reflux. Stir the mixture for approx. 1 h at 120° C., before adding the reaction mixture dropwise, after cooling to RT, at controlled dose and with vigorous stirring, to a mixture of 2.2 litres of 25% ammonia solution and 1.2 litres water (pH>9, temperature 55-75° C.). Extract the aqueous mixture three times with dichloromethane, combine the organic phases, dry over s... The solvent is O (water). Reactants: C(C)C1=CC=C(C=C1)C1=C(OC=2N=CNC(C21)=O)C2=CC=CC=C2 (5-(4-ethylphenyl)-6-phenylfuro[2,3-d]pyrimidin-4(3H)-one), P(=O)(Cl)(Cl)Cl (phosphoryl chloride), N (ammonia). The product is ClC=1C2=C(N=CN1)OC(=C2C2=CC=C(C=C2)CC)C2=CC=CC=C2 (4-Chloro-5-(4-ethylphenyl)-6-phenylfuro[2,3-d]pyrimidine). Conditions: temperature 120 celsius, time 1 hour.